From a dataset of the Open Reaction Database (ORD), a public repository of structured organic reaction records. describe an organic reaction: reactants, conditions, products, and yield Starting materials: CCCCP(CCCC)CCCC, Cc1cc(C(O)CC(C)C)cc(C)c1-c1ccc(C(F)(F)F)cc1, COC(=O)CCNC(=O)c1ccc(O)cc1, Cc1ccccc1, O=C(N=NC(=O)N1CCCCC1)N1CCCCC1. The product is COC(=O)CCNC(=O)c1ccc(OC(CC(C)C)c2cc(C)c(-c3ccc(C(F)(F)F)cc3)c(C)c2)cc1. RXN SMILES: [CH2:43]([P:44]([CH2:45][CH2:46][CH2:47][CH3:48])[CH2:49][CH2:50][CH2:51][CH3:52])[CH2:53][CH2:54][CH3:55].[CH3:1][c:2]1[c:3](-[c:15]2[cH:16][cH:17][c:18]([C:21]([F:22])([F:23])[F:24])[cH:19][cH:20]2)[c:4]([CH3:14])[cH:5][c:6]([CH:8]([CH2:9][CH:10]([CH3:11])[CH3:12])[OH:13])[cH:7]1.[CH3:56][O:57][C:58]([CH2:59][CH2:60][NH:61][C:62]([c:63]1[cH:64][cH:65][c:66]([OH:69])[cH:67][cH:68]1)=[O:70])=[O:71].[CH3:72][c:73]1[cH:74][cH:75][cH:76][cH:77][cH:78]1.[N:25]([C:26]([N:27]1[CH2:28][CH2:29][CH2:30][CH2:31][CH2:32]1)=[O:33])=[N:34][C:35]([N:36]1[CH2:37][CH2:38][CH2:39][CH2:40][CH2:41]1)=[O:42]>>[CH3:1][c:2]1[c:3](-[c:15]2[cH:16][cH:17][c:18]([C:21]([F:22])([F:23])[F:24])[cH:19][cH:20]2)[c:4]([CH3:14])[cH:5][c:6]([CH:8]([CH2:9][CH:10]([CH3:11])[CH3:12])[O:13][c:66]2[cH:65][cH:64][c:63]([C:62]([NH:61][CH2:60][CH2:59][C:58]([O:57][CH3:56])=[O:71])=[O:70])[cH:68][cH:67]2)[cH:7]1. Starting materials: C(C1=CC=CC=C1)OC=1C=C(C=CC1)C=1N=C(N2C1C(=NC=C2)N)C2CCC2 (1-(3-Benzyloxy-phenyl)-3-cyclobutyl-imidazo[1,5-a]pyrazin-8-ylamine). The solvent is Cl (HCl), O1CCOCC1 (dioxane). Product: NC=1C=2N(C=CN1)C(=NC2C=2C=C(C=CC2)O)C2CCC2 (3-(8-Amino-3-cyclobutyl-imidazo[1,5-a]pyrazin-1-yl)-phenol). Reaction SMILES: C([O:8][C:9]1[CH:10]=[C:11]([C:15]2[N:16]=[C:17]([CH:25]3[CH2:28][CH2:27][CH2:26]3)[N:18]3[CH:23]=[CH:22][N:21]=[C:20]([NH2:24])[C:19]=23)[CH:12]=[CH:13][CH:14]=1)C1C=CC=CC=1>Cl.O1CCOCC1>[NH2:24][C:20]1[C:19]2[N:18]([C:17]([CH:25]3[CH2:28][CH2:27][CH2:26]3)=[N:16][C:15]=2[C:11]2[CH:10]=[C:9]([OH:8])[CH:14]=[CH:13][CH:12]=2)[CH:23]=[CH:22][N:21]=1. Procedure: A solution of 1-(3-Benzyloxy-phenyl)-3-cyclobutyl-imidazo[1,5-a]pyrazin-8-ylamine (1.82 g, 4.92 mmol) in 4M HCl in dioxane (20 mL) was heated to 75° C. in a sealed tube for 1.5 h. The reaction was allowed to cool to rt, the dioxane was decanted off and the brown gum residue was cooled to 0° C. in an ice-bath and charged with 7N NH3 in MeOH until basic. The reaction mixture was concentrated in vacuo, triturated with EtOAc and CHCl3, and the NH4Cl salts filtered off. The filtrate was concentrated ...